This data is from the Open Reaction Database (ORD), a public repository of structured organic reaction records. The task is: describe an organic reaction: reactants, conditions, products, and yield The reactants are C(O)([O-])=O.[Na+] (sodium hydrogen carbonate), C(=O)O (Formic acid), C(C)(=O)OC(C)=O (acetic anhydride), COC=1C=C2C(=CC=NC2=CC1OC)OC1=CC=C(C=C1)N (6,7-Dimethoxy-4-(4-aminophenoxy)quinoline). Solvent: O1CCCC1 (tetrahydrofuran). Run at temperature 60 celsius, time 2 hour. Yields the product COC=1C=C2C(=CC=NC2=CC1OC)OC1=CC=C(C=C1)NC=O (6,7-dimethoxy-4-(4-formylaminophenoxy)quinoline). As a reaction SMILES: [CH:1]([OH:3])=O.C(OC(=O)C)(=O)C.[CH3:11][O:12][C:13]1[CH:14]=[C:15]2[C:20](=[CH:21][C:22]=1[O:23][CH3:24])[N:19]=[CH:18][CH:17]=[C:16]2[O:25][C:26]1[CH:31]=[CH:30][C:29]([NH2:32])=[CH:28][CH:27]=1.C(=O)([O-])O.[Na+]>O1CCCC1>[CH3:11][O:12][C:13]1[CH:14]=[C:15]2[C:20](=[CH:21][C:22]=1[O:23][CH3:24])[N:19]=[CH:18][CH:17]=[C:16]2[O:25][C:26]1[CH:27]=[CH:28][C:29]([NH:32][CH:1]=[O:3])=[CH:30][CH:31]=1 |f:3.4|. Reported procedure: Formic acid (0.13 ml) was added to acetic anhydride (0.27 ml), and the admixture was stirred at 60° C. for 2 hours. A solution of 6,7-Dimethoxy-4-(4-aminophenoxy)quinoline (303 mg) in tetrahydrofuran (8 ml) was added to the reaction mixture, and the admixture was stirred at room temperature for 45 minutes. After the addition of aqueous sodium hydrogen carbonate, the reaction mixture was extracted 2 times with ethyl acetate, and the organic layer was then washed with brine and dried with anhydrou... Starting materials: [BH4-], CO, [Cl-], ClC(Cl)Cl, CN(CC=C(F)C(F)(F)C(F)(F)F)CCCCCC1Cc2cc(O)ccc2C2C(F)CC3(C)C(=O)CCC3C12, [Na+], [Na+]. Product: CN(CC=C(F)C(F)(F)C(F)(F)F)CCCCCC1Cc2cc(O)ccc2C2C(F)CC3(C)C(O)CCC3C12. As a reaction SMILES: [BH4-:40].[CH3:44][OH:45].[Cl-:43].[Cl:46][CH:47]([Cl:48])[Cl:49].[F:1][CH:2]1[CH:3]2[c:4]3[cH:5][cH:6][c:7]([OH:39])[cH:8][c:9]3[CH2:10][CH:11]([CH2:21][CH2:22][CH2:23][CH2:24][CH2:25][N:26]([CH3:27])[CH2:28][CH:29]=[C:30]([C:31]([C:32]([F:33])([F:34])[F:35])([F:36])[F:37])[F:38])[CH:12]2[CH:13]2[CH2:14][CH2:15][C:16](=[O:20])[C:17]2([CH3:18])[CH2:19]1.[Na+:41].[Na+:42]>>[F:1][CH:2]1[CH:3]2[c:4]3[cH:5][cH:6][c:7]([OH:39])[cH:8][c:9]3[CH2:10][CH:11]([CH2:21][CH2:22][CH2:23][CH2:24][CH2:25][N:26]([CH3:27])[CH2:28][CH:29]=[C:30]([C:31]([C:32]([F:33])([F:34])[F:35])([F:36])[F:37])[F:38])[CH:12]2[CH:13]2[CH2:14][CH2:15][CH:16]([OH:20])[C:17]2([CH3:18])[CH2:19]1. Reactants: C(=O)C=1C=CC2=C(CN(C(C(N2)CC(=O)OC)=O)C)C1 (Methyl (±)-7-formyl-4-methyl-3-oxo-2,3,4,5-tetrahydro-1H-1,4-benzodiazepine-2-acetate), C(#N)[BH3-].[Na+] (sodium cyanoborohydride), C(C)(=O)[O-].[Na+] (sodium acetate), Cl.Cl.NCC=1NC2=C(N1)C=CC=C2 (2-(amino methyl)benzimidazole dihydrochloride). Run in CO (methanol). Run at time 30 minute. The product is N1=C(NC2=C1C=CC=C2)CNCC=2C=CC1=C(CN(C(C(N1)CC(=O)OC)=O)C)C2 (Methyl (±)-7-[[[(2-benzimidazolyl)methyl]amino]methyl]-4-methyl-3-oxo-2,3,4,5-tetrahydro-1H-1,4-benzodiazepine-2-acetate). Yield: 50.2%. As a reaction SMILES: [CH:1]([C:3]1[CH:4]=[CH:5][C:6]2[NH:12][CH:11]([CH2:13][C:14]([O:16][CH3:17])=[O:15])[C:10](=[O:18])[N:9]([CH3:19])[CH2:8][C:7]=2[CH:20]=1)=O.C([O-])(=O)C.[Na+].Cl.Cl.[NH2:28][CH2:29][C:30]1[NH:31][C:32]2[CH:38]=[CH:37][CH:36]=[CH:35][C:33]=2[N:34]=1.C([BH3-])#N.[Na+]>CO>[N:31]1[C:32]2[CH:38]=[CH:37][CH:36]=[CH:35][C:33]=2[NH:34][C:30]=1[CH2:29][NH:28][CH2:1][C:3]1[CH:4]=[CH:5][C:6]2[NH:12][CH:11]([CH2:13][C:14]([O:16][CH3:17])=[O:15])[C:10](=[O:18])[N:9]([CH3:19])[CH2:8][C:7]=2[CH:20]=1 |f:1.2,3.4.5,6.7|. Reported procedure: Methyl (±)-7-formyl-4-methyl-3-oxo-2,3,4,5-tetrahydro-1H-1,4-benzodiazepine-2-acetate (180 mg, 0.65 mmol) (prepared as in Example 14(b)) was suspended in anhydrous methanol, then sodium acetate (160 mg, 1.95 mmol), 2-(amino methyl)benzimidazole dihydrochloride (143 mg, 0.65 mmol) and 4 Å molecular sieves were added. After 30 min., sodium cyanoborohydride (45 mg, 0.71 mmol) was added in 2 portions over a period of 30 min. The reaction mixture was allowed to stir at RT overnight, then the methanol... The reactants are BrCC=1C(=CC=CC1)CBr (α,α'-dibromo-o-xylene), C(CC(=O)OCC)(=O)OCC (Diethyl malonate), [Na] (Sodium). Run in C(C)OCC (diethyl ether), C(C)O (ethyl alcohol), C(C)OCC (diethyl ether). The product is C1C(CC2=CC=CC=C12)(C(=O)O)C(=O)O (indan-2,2-dicarboxylic acid). Reaction SMILES: [Na].[C:2]([O:10]CC)(=[O:9])[CH2:3][C:4]([O:6]CC)=[O:5].Br[CH2:14][C:15]1[C:16]([CH2:21]Br)=[CH:17][CH:18]=[CH:19][CH:20]=1>C(O)C.C(OCC)C>[CH2:21]1[C:16]2[C:15](=[CH:20][CH:19]=[CH:18][CH:17]=2)[CH2:14][C:3]1([C:4]([OH:6])=[O:5])[C:2]([OH:10])=[O:9] |^1:0|. Procedure details: Sodium (3.7 g) was dissolved in 80 ml of ethyl alcohol, followed by the addition of 150 ml of diethyl ether. Diethyl malonate (12.5 ml) was added followed by 20 g of α,α'-dibromo-o-xylene in 150 ml of diethyl ether with overhead stirring. The reaction was heated to reflux for 5 hours. The reaction was cooled, filtered, and the solvent was removed under vacuum. The residue was treated with a potassium hydroxide solution (20 g in 125 ml of water) and heated to reflux for 15 hours. The reaction was... Reactants: C1CCCCC1, ClCCl, Clc1cccc(Cl)c1N=C1NCCN1OCc1cccs1. The product is ClCc1cccs1, ON1CCNC1=Nc1c(Cl)cccc1Cl. Reaction SMILES: [CH2:22]1[CH2:23][CH2:24][CH2:25][CH2:26][CH2:27]1.[CH2:28]([Cl:29])[Cl:30].[Cl:1][c:2]1[c:3]([N:9]=[C:10]2[N:11]([O:15][CH2:16][c:17]3[s:18][cH:19][cH:20][cH:21]3)[CH2:12][CH2:13][NH:14]2)[c:4]([Cl:8])[cH:5][cH:6][cH:7]1>>[CH2:16]([c:17]1[s:18][cH:19][cH:20][cH:21]1)[Cl:29].[Cl:1][c:2]1[c:3]([N:9]=[C:10]2[N:11]([OH:15])[CH2:12][CH2:13][NH:14]2)[c:4]([Cl:8])[cH:5][cH:6][cH:7]1. The reactants are COC(=O)c1ccccc1S, O=C([O-])[O-], CC1(C)OC(=C2C(=O)Nc3cc(I)ccc32)C=C1N1CCOCC1, [Cs+], [Cs+], CN(C)C=O. Product: COC(=O)c1ccccc1Sc1ccc2c(c1)NC(=O)C2=C1C=C(N2CCOCC2)C(C)(C)O1. Reaction SMILES: [C:25]([c:26]1[c:27]([SH:28])[cH:29][cH:30][cH:31][cH:32]1)(=[O:33])[O:34][CH3:35].[C:36](=[O:37])([O-:38])[O-:39].[CH3:1][C:2]1([CH3:24])[C:3]([N:18]2[CH2:19][CH2:20][O:21][CH2:22][CH2:23]2)=[CH:4][C:5](=[C:7]2[C:8](=[O:17])[NH:9][c:10]3[cH:11][c:12]([I:16])[cH:13][cH:14][c:15]32)[O:6]1.[Cs+:40].[Cs+:41].[O:42]=[CH:43][N:44]([CH3:45])[CH3:46]>>[CH3:1][C:2]1([CH3:24])[C:3]([N:18]2[CH2:19][CH2:20][O:21][CH2:22][CH2:23]2)=[CH:4][C:5](=[C:7]2[C:8](=[O:17])[NH:9][c:10]3[cH:11][c:12]([S:28][c:27]4[c:26]([C:25](=[O:33])[O:34][CH3:35])[cH:32][cH:31][cH:30][cH:29]4)[cH:13][cH:14][c:15]32)[O:6]1. Starting materials: CCO, [Na+], COC(=O)c1cccc(-c2ccn3ncc(C=C4SC(=O)NC4=O)c3n2)c1, [OH-]. The product is O=C1NC(=O)C(=Cc2cnn3ccc(-c4cccc(C(=O)O)c4)nc23)S1. RXN SMILES: [CH3:30][CH2:31][OH:32].[Na+:29].[O:1]=[C:2]1[S:3][C:4](=[CH:8][c:9]2[cH:10][n:11][n:12]3[c:13]2[n:14][c:15](-[c:18]2[cH:19][c:20]([C:21](=[O:22])[O:23][CH3:24])[cH:25][cH:26][cH:27]2)[cH:16][cH:17]3)[C:5](=[O:7])[NH:6]1.[OH-:28]>>[O:1]=[C:2]1[S:3][C:4](=[CH:8][c:9]2[cH:10][n:11][n:12]3[c:13]2[n:14][c:15](-[c:18]2[cH:19][c:20]([C:21](=[O:22])[OH:23])[cH:25][cH:26][cH:27]2)[cH:16][cH:17]3)[C:5](=[O:7])[NH:6]1. The reactants are C(C(C)(C)C)(=O)OCI (iodomethyl pivalate), NC=1SC=C(N1)CC(=O)NC1[C@@H]2N(C(=C(CS2)C=C)C(=O)O)C1=O (7-[2-(2-aminothiazol-4-yl)acetamido]-3-vinyl-3-cephem-4-carboxylic acid), C([O-])(O)=O.[Na+] (sodium bicarbonate), C(C)(C)OC(C)C (diisopropyl ether). Run in C(C)(=O)OCC (ethyl acetate), CN(C=O)C (N,N-dimethylformamide), CN(C=O)C (N,N-dimethylformamide). Conditions: time 10 minute. Yields the product NC=1SC=C(N1)CC(=O)NC1[C@@H]2N(C(=C(CS2)C=C)C(=O)[O-])C1=O.[Na+] (Sodium 7-[2-(2-aminothiazol-4-yl)acetamido]-3-vinyl-3-cephem-4-carboxylate), NC=1SC=C(N1)CC(=O)NC1[C@@H]2N(C(=C(CS2)C=C)C(=O)OCOC(C(C)(C)C)=O)C1=O (pivaloyloxymethyl 7-[2-(2-aminothiazol-4-yl)acetamido]-3-vinyl-3-cephem-4-carboxylate). Reaction SMILES: [NH2:1][C:2]1[S:3][CH:4]=[C:5]([CH2:7][C:8]([NH:10][CH:11]2[C:23](=[O:24])[N:13]3[C:14]([C:20]([OH:22])=[O:21])=[C:15]([CH:18]=[CH2:19])[CH2:16][S:17][C@H:12]23)=[O:9])[N:6]=1.C(=O)(O)[O-].[Na+:29].[C:30]([O:36][CH2:37]I)(=[O:35])[C:31]([CH3:34])([CH3:33])[CH3:32].C(OC(C)C)(C)C>CN(C)C=O.C(OCC)(=O)C>[NH2:1][C:2]1[S:3][CH:4]=[C:5]([CH2:7][C:8]([NH:10][CH:11]2[C:23](=[O:24])[N:13]3[C:14]([C:20]([O-:22])=[O:21])=[C:15]([CH:18]=[CH2:19])[CH2:16][S:17][C@H:12]23)=[O:9])[N:6]=1.[Na+:29].[NH2:1][C:2]1[S:3][CH:4]=[C:5]([CH2:7][C:8]([NH:10][CH:11]2[C:23](=[O:24])[N:13]3[C:14]([C:20]([O:22][CH2:37][O:36][C:30](=[O:35])[C:31]([CH3:34])([CH3:33])[CH3:32])=[O:21])=[C:15]([CH:18]=[CH2:19])[CH2:16][S:17][C@H:12]23)=[O:9])[N:6]=1 |f:1.2,7.8|. Procedure details: Sodium 7-[2-(2-aminothiazol-4-yl)acetamido]-3-vinyl-3-cephem-4-carboxylate (1.36 g), which was prepared from 7-[2-(2-aminothiazol-4-yl)acetamido]-3-vinyl-3-cephem-4-carboxylic acid (1.33 g) and sodium bicarbonate (0.304 g), was dissolved in N,N-dimethylformamide (14 ml). To this solution was added iodomethyl pivalate (0.932 g) in N,N-dimethylformamide (3 ml) under ice-cooling, followed by stirring at the same temperature for 10 minutes. After addition of ethyl acetate (80 ml), the reaction mixtu... Reactants: C(#N)C1=CC=C(C=C1)C(NC(=O)NC1=CC(=CC=C1)C(F)(F)F)C1=C(CC(CC1=O)C(F)(F)F)O (1-((4-cyanophenyl)(2-hydroxy-6-oxo-4-(tri-fluoromethyl)cyclohex-1-enyl)methyl)-3-(3-(trifluoromethyl)phenyl)urea), C(#N)C1=CC=C(C=C1)C(NC(=O)NC1=CC(=CC=C1)C(F)(F)F)C1=C(CC(CC1=O)C(F)(F)F)O (1-((4-cyanophenyl)(2-hydroxy-6-oxo-4-(tri-fluoromethyl)cyclohex-1-enyl)methyl)-3-(3-(trifluoromethyl)phenyl)urea), FC(C1=CC=C(C=C1)C1CC(CC(C1)=O)=O)(F)F (5-(4-(trifluoromethyl)phenyl)cyclohexane-1,3-dione). The product is C(#N)C1=CC=C(C=C1)C(NC(=O)NC1=CC(=CC=C1)C(F)(F)F)C1=C(CC(CC1=O)C1=CC=C(C=C1)C(F)(F)F)O (1-((4-Cyanophenyl)(2-hydroxy-6-oxo-4-(4-(trifluoromethyl)phenyl)cyclohex-1-enyl)-methyl)-3-(3-(trifluoromethyl)phenyl)urea). Reaction SMILES: [C:1]([C:3]1[CH:8]=[CH:7][C:6]([CH:9](C2C(=O)CC(C(F)(F)F)CC=2O)[NH:10][C:11]([NH:13][C:14]2[CH:19]=[CH:18][CH:17]=[C:16]([C:20]([F:23])([F:22])[F:21])[CH:15]=2)=[O:12])=[CH:5][CH:4]=1)#[N:2].[F:36][C:37]([F:53])([F:52])[C:38]1[CH:43]=[CH:42][C:41]([CH:44]2[CH2:49][C:48](=[O:50])[CH2:47][C:46](=[O:51])[CH2:45]2)=[CH:40][CH:39]=1>>[C:1]([C:3]1[CH:8]=[CH:7][C:6]([CH:9]([C:47]2[C:46](=[O:51])[CH2:45][CH:44]([C:41]3[CH:40]=[CH:39][C:38]([C:37]([F:52])([F:53])[F:36])=[CH:43][CH:42]=3)[CH2:49][C:48]=2[OH:50])[NH:10][C:11]([NH:13][C:14]2[CH:19]=[CH:18][CH:17]=[C:16]([C:20]([F:21])([F:23])[F:22])[CH:15]=2)=[O:12])=[CH:5][CH:4]=1)#[N:2]. Reported procedure: The title compound is prepared in analogy to 1-((4-cyanophenyl)(2-hydroxy-6-oxo-4-(tri-fluoromethyl)cyclohex-1-enyl)methyl)-3-(3-(trifluoromethyl)phenyl)urea (intermediate 12), using 5-(4-(trifluoromethyl)phenyl)cyclohexane-1,3-dione (500 mg, 1.95 mmol) as starting material. Yield: 930 mg; ESI mass spectrum [M+H]+=574, Retention time HPLC: 0.85 min (V011_S01). Starting materials: COC1=C(C(=C(C(=C1OC)OC)OC)C)CO (2,3,4,5-tetramethoxy-6-methylphenylmethanol), P(Br)(Br)Br (phosphorus tribromide), ice water. Solvent: C1CCOC1 (THF). Reaction conditions: time 1 hour. The product is BrCC=1C(=C(C(=C(C1C)OC)OC)OC)OC (5-Bromomethyl-1,2,3,4-tetramethoxy-6-methylbenzene). Yield: 161.9%. RXN SMILES: [CH3:1][O:2][C:3]1[C:8]([O:9][CH3:10])=[C:7]([O:11][CH3:12])[C:6]([O:13][CH3:14])=[C:5]([CH3:15])[C:4]=1[CH2:16]O.P(Br)(Br)[Br:19]>C1COCC1>[Br:19][CH2:16][C:4]1[C:3]([O:2][CH3:1])=[C:8]([O:9][CH3:10])[C:7]([O:11][CH3:12])=[C:6]([O:13][CH3:14])[C:5]=1[CH3:15]. Procedure: To a solution of 2,3,4,5-tetramethoxy-6-methylphenylmethanol (44.4 g) in THF (200 ml) was dropwise added phosphorus tribromide (29.8 g) with cooling with ice. After being stirred for 1 hr, the reaction mixture was poured into ice-water and extracted with ethyl acetate. The organic layer was washed with saturated aqueous sodium bicarbonate, water, and saturated aqueous sodium chloride, and dried. The solvent was removed in vacuo to yield the entitled compound (54.4 g) as an oil.